From a dataset of the Open Reaction Database (ORD), a public repository of structured organic reaction records. describe an organic reaction: reactants, conditions, products, and yield The reactants are O=C1CCN(Cc2ccccc2)CC1, c1ccc(C[P+](c2ccccc2)(c2ccccc2)c2ccccc2)cc1, C(=C1CCNCC1)c1ccccc1, [Cl-], Cl, [Li]CCCC, C1CCOC1. Product: C(=C1CCN(Cc2ccccc2)CC1)c1ccccc1. As a reaction SMILES: [CH2:20]([c:21]1[cH:22][cH:23][cH:24][cH:25][cH:26]1)[N:27]1[CH2:28][CH2:29][C:30](=[O:31])[CH2:32][CH2:33]1.[CH2:35]([P+:36]([c:37]1[cH:38][cH:39][cH:40][cH:41][cH:42]1)([c:43]1[cH:44][cH:45][cH:46][cH:47][cH:48]1)[c:49]1[cH:50][cH:51][cH:52][cH:53][cH:54]1)[c:55]1[cH:56][cH:57][cH:58][cH:59][cH:60]1.[CH:2]([c:3]1[cH:4][cH:5][cH:6][cH:7][cH:8]1)=[C:9]1[CH2:10][CH2:11][NH:12][CH2:13][CH2:14]1.[Cl-:34].[ClH:1].[Li:15][CH2:16][CH2:17][CH2:18][CH3:19].[O:61]1[CH2:62][CH2:63][CH2:64][CH2:65]1>>[CH:2]([c:3]1[cH:4][cH:5][cH:6][cH:7][cH:8]1)=[C:9]1[CH2:10][CH2:11][N:12]([CH2:20][c:21]2[cH:22][cH:23][cH:24][cH:25][cH:26]2)[CH2:13][CH2:14]1. Reactants: CCOCC (Et2O), O(C1=CC=CC=C1)C1=CC=C(C=C1)O (4-phenoxyphenol), Cl.ClCCN1CCCC1 (1-(2-chloroethyl)-pyrrolidine HCl), C(=O)([O-])[O-].[K+].[K+] (K2CO3). Solvent: O (water), CN(C)C=O (DMF). Yields the product O(C1=CC=CC=C1)C1=CC=C(OCCN2CCCC2)C=C1 (1-[2-(4-phenoxyphenoxy)ethyl]pyrrolidine). The yield is 92.9%. RXN SMILES: [O:1]([C:8]1[CH:13]=[CH:12][C:11]([OH:14])=[CH:10][CH:9]=1)[C:2]1[CH:7]=[CH:6][CH:5]=[CH:4][CH:3]=1.Cl.Cl[CH2:17][CH2:18][N:19]1[CH2:23][CH2:22][CH2:21][CH2:20]1.C([O-])([O-])=O.[K+].[K+].CCOCC>CN(C=O)C.O>[O:1]([C:8]1[CH:9]=[CH:10][C:11]([O:14][CH2:17][CH2:18][N:19]2[CH2:23][CH2:22][CH2:21][CH2:20]2)=[CH:12][CH:13]=1)[C:2]1[CH:7]=[CH:6][CH:5]=[CH:4][CH:3]=1 |f:1.2,3.4.5|. Procedure details: A solution of 4-phenoxyphenol (0.56 g, 3.0 mmol), 1-(2-chloroethyl)-pyrrolidine HCl (0.51 g, 3.0 mmol) and powdered K2CO3 (1.2 g, 8.7 mmol) in 30 mL DMF was stirred at 80°-90° C. for 15 hours. The solution was cooled, poured into Et2O and water and the ether layer washed with water and brine, dried over Na2SO4 and concentrated in vacuo to give 0.79 g of a brown oil. The crude product was flashed chromatographed on silica gel using a gradient of 2:1 hexane/EtOAc to 100% EtOAc to provide the title... Reactants: C[O-], CO, CS(=O)(=O)c1ccc(Br)c(Cl)c1CBr, [Na+]. Yields the product COCc1c(S(C)(=O)=O)ccc(Br)c1Cl. Reaction SMILES: [CH3:15][O-:16].[CH3:18][OH:19].[CH3:1][S:2](=[O:3])(=[O:4])[c:5]1[c:6]([CH2:13][Br:14])[c:7]([Cl:12])[c:8]([Br:11])[cH:9][cH:10]1.[Na+:17]>>[CH3:1][S:2](=[O:3])(=[O:4])[c:5]1[c:6]([CH2:13][O:16][CH3:15])[c:7]([Cl:12])[c:8]([Br:11])[cH:9][cH:10]1.